From a dataset of the Open Reaction Database (ORD), a public repository of structured organic reaction records. describe an organic reaction: reactants, conditions, products, and yield Reactants: FC1=C(N)C=CC(=C1F)F (2,3,4-Trifluoroaniline), C(C)(=O)OC(C)=O (acetic anhydride). The product is FC1=C(C=CC(=C1F)F)NC(C)=O (N-(2,3,4-trifluorophenyl)acetamide). Isolated yield 82.5%. Reaction SMILES: [F:1][C:2]1[C:8]([F:9])=[C:7]([F:10])[CH:6]=[CH:5][C:3]=1[NH2:4].[C:11](OC(=O)C)(=[O:13])[CH3:12]>>[F:1][C:2]1[C:8]([F:9])=[C:7]([F:10])[CH:6]=[CH:5][C:3]=1[NH:4][C:11](=[O:13])[CH3:12]. Reported procedure: 2,3,4-Trifluoroaniline (36.7 g, 0.25 mol) was acetylated using acetic anhydride (105 mL, 1.25 mol), using an analogous procedure to that described in preparation 1 (step 1) to yield N-(2,3,4-trifluorophenyl)acetamide (39.0 g, 83%) as a white solid. mp 87-88° C. ; IR (KBr) 3271, 1673, 1514 cm-1 ; 1H NMR (CDCl3) δ 2.16 (s, 3H, CH3), 6.90 (q, J=4.3 Hz, 1H), 7.60 (brs, 1H, NH), 7.90 (m, 1H); Mass (m/z) 189 (M+.). The reactants are C1(=CC=CC=C1)C=1N=C(N=NC1C1=CC=CC=C1)C(=O)OCC (Ethyl 5,6-diphenyl-1,2,4-triazine-3-carboxylate), C1(=CC=CC=C1)C=1N=C(N=NC1C1=CC=CC=C1)C(=O)OCC (Ethyl 5,6-diphenyl-1,2,4-triazine-3-carboxylate), C(=C)N1CCCC1 (1-vinylpyrrolidine), C(=C)N1CCCC1 (1-vinylpyrrolidine). Procedure details: General Procedure D. Ethyl 5,6-diphenyl-1,2,4-triazine-3-carboxylate (Compound 11, 200 mg, 0.66 mmol) and crude 1-vinylpyrrolidine (Compound 38, 2 g) in CHCl3 (20 ml) was heated at 75° C. overnight under nitrogen. The solvent was removed in vacuo, and the residue was purified by silica gel column chromatography (20% ethyl acetate in hexane) to yield the title compound as a light yellow solid. Run in C(Cl)(Cl)Cl (CHCl3). Product: C1(=CC=CC=C1)C=1C=CC(=NC1C1=CC=CC=C1)C(=O)OCC (Ethyl 5,6-diphenylpyridine-2-carboxylate). Reaction SMILES: [C:1]1([C:7]2[N:8]=[C:9]([C:19]([O:21][CH2:22][CH3:23])=[O:20])N=N[C:12]=2[C:13]2[CH:18]=[CH:17][CH:16]=[CH:15][CH:14]=2)[CH:6]=[CH:5][CH:4]=[CH:3][CH:2]=1.[CH:24](N1CCCC1)=[CH2:25]>C(Cl)(Cl)Cl>[C:13]1([C:12]2[CH:24]=[CH:25][C:9]([C:19]([O:21][CH2:22][CH3:23])=[O:20])=[N:8][C:7]=2[C:1]2[CH:6]=[CH:5][CH:4]=[CH:3][CH:2]=2)[CH:18]=[CH:17][CH:16]=[CH:15][CH:14]=1. The reactants are Compound 77, C(C)(=O)O (acetic acid), C1=CC=C2C(=C1)C(=O)C(C2=O)(O)O (ninhydrin). Reagents/catalysts: [OH-].[OH-].[Pd+2] (Pd(OH)2). Yields the product product 78, CC(=O)CC(=O)CC(=O)O (triacetate). Reaction SMILES: C1C=[C:5]2[C:7]([C:9](O)(O)[C:10](=[O:11])C2=CC=1)=[O:8].[C:14]([OH:17])(=[O:16])[CH3:15]>[OH-].[OH-].[Pd+2]>[CH3:5][C:7]([CH2:9][C:10]([CH2:15][C:14]([OH:17])=[O:16])=[O:11])=[O:8] |f:2.3.4|. Procedure: Compound 77 (0.302 g, 0.44 mmol) was dissolved in glacial acetic acid (20 mL). Pd(OH)2 (80 mg) was added and the mixture was charged with H2 (160 psi) in a Parr hydrogenator and stirred over night at room temperature. The reaction was found to be complete according to TLC (product stains bright purple after staining with ninhydrin). Pd(OH)2 was filtered off and the solvent was removed in vacuo to afford the pure product 78 as the triacetate salt. Reactants: C(C)OC(C(CC1=CC(=C(C=C1)O)F)OCC)=O ([rac]-2-ethoxy-3-(3-fluoro-4-hydroxy-phenyl)-propionic acid ethyl ester), COC1=CC=C(C=C1)C=1SC=C(N1)CCO (2-[2-(4-methoxy-phenyl)-thiazol-4-yl]-ethanol), COC1=CC=C(C(=S)N)C=C1 (4-methoxy-thiobenzamide), ClCC(=O)CCl (1,3-dichloroacetone). Yields the product ClCC=1N=C(SC1)C1=CC=C(C=C1)OC (4-chloromethyl-2-(4-methoxy-phenyl)-thiazole). RXN SMILES: C(OC(=O)C(OCC)CC1C=CC(O)=C(F)C=1)C.[CH3:19][O:20][C:21]1[CH:26]=[CH:25][C:24]([C:27]2[S:28][CH:29]=[C:30]([CH2:32]CO)[N:31]=2)=[CH:23][CH:22]=1.COC1C=CC(C(N)=S)=CC=1.[Cl:46]CC(CCl)=O>>[Cl:46][CH2:32][C:30]1[N:31]=[C:27]([C:24]2[CH:25]=[CH:26][C:21]([O:20][CH3:19])=[CH:22][CH:23]=2)[S:28][CH:29]=1. Procedure details: In analogy to the procedure described in example 1 d], [rac]-2-ethoxy-3-(3-fluoro-4-hydroxy-phenyl)-propionic acid ethyl ester (example 7 a]) was reacted with 2-[2-(4-methoxy-phenyl)-thiazol-4-yl]-ethanol (prepared from 4-methoxy-thiobenzamide and 1,3-dichloroacetone in analogy to the procedure described in example 4 a] to yield 4-chloromethyl-2-(4-methoxy-phenyl)-thiazole, followed by side chain elongation in analogy to the sequence described in examples 13 a] to 13 d]) in tetrahydrofuran in th... Reactants: ClC1=C(C=CC(=C1)NC1=CC=C(C=C1)C(F)(F)F)C(=O)C1=C(C=CC(=C1)[N+](=O)[O-])C ([2-Chloro-4-(4-trifluoromethyl-phenylamino)-phenyl]-(2-methyl-5-nitro-phenyl)-methanone), BrC1=CC(=C(C=C1)C(=O)C1=C(C=CC(=C1)[N+](=O)[O-])C)Cl ((4-Bromo-2-chloro-phenyl)-(2-methyl-5-nitro-phenyl)-methanone), CC1=C(N)C=CC=C1 (2-methyl aniline). The product is ClC1=C(C=CC(=C1)NC1=C(C=CC=C1)C)C(=O)C1=C(C=CC(=C1)[N+](=O)[O-])C ((2-Chloro-4-o-tolylamino-phenyl)-(2-methyl-5-nitro-phenyl)-methanone). As a reaction SMILES: [Cl:1][C:2]1[CH:7]=[C:6]([NH:8][C:9]2[CH:14]=[CH:13][C:12](C(F)(F)F)=[CH:11][CH:10]=2)[CH:5]=[CH:4][C:3]=1[C:19]([C:21]1[CH:26]=[C:25]([N+:27]([O-:29])=[O:28])[CH:24]=[CH:23][C:22]=1[CH3:30])=[O:20].Br[C:32]1C=CC(C(C2C=C([N+]([O-])=O)C=CC=2C)=O)=C(Cl)C=1.CC1C=CC=CC=1N>>[Cl:1][C:2]1[CH:7]=[C:6]([NH:8][C:9]2[CH:14]=[CH:13][CH:12]=[CH:11][C:10]=2[CH3:32])[CH:5]=[CH:4][C:3]=1[C:19]([C:21]1[CH:26]=[C:25]([N+:27]([O-:29])=[O:28])[CH:24]=[CH:23][C:22]=1[CH3:30])=[O:20]. Procedure: The reaction was carried out similarly as described in the preparation of compound 414, using compound 402 (0.28 mmol) and 2-methyl aniline (0.28 mmol). The crude product was purified by continuous gradient flash chromatography using MeOH/EtOAc 0:100 to 25:75 as the eluent to afford the title compound as yellow foam. The reactants are [S] (Sulfur), [H-].[Na+] (sodium hydride), dioctadecyl hydrogen phosphonate, [H-].[Na+] (sodium hydride), C=C(CCCCCC)P(OCCCCCCCCCCCCCCCCCC)(OCCCCCCCCCCCCCCCCCC)=O (dioctadecyl oct-1-en-2-ylphosphonate), sodium alkoxide, ( 1-4 ), C(C)(C)[N-]C(C)C.[Li+] (lithium di-isoproylamide). Solvent: C1CCOC1 (THF), [P] (Phosphorus). The product is C(CC(CCCC)P(OCCCCCCCCCCCCCCCCCC)(OCCCCCCCCCCCCCCCCCC)=O)P(OCCCCCCCCCCCCCCCCCC)(OCCCCCCCCCCCCCCCCCC)=O (tetraoctadecyl heptane-1,3-diyldiphosphonate). As a reaction SMILES: [S].[H-].[Na+].C([N-][CH:8]([CH3:10])[CH3:9])(C)C.[Li+].C=[C:13]([P:20](=[O:59])([O:40][CH2:41][CH2:42][CH2:43][CH2:44][CH2:45][CH2:46][CH2:47][CH2:48][CH2:49][CH2:50][CH2:51][CH2:52][CH2:53][CH2:54][CH2:55][CH2:56][CH2:57][CH3:58])[O:21][CH2:22][CH2:23][CH2:24][CH2:25][CH2:26][CH2:27][CH2:28][CH2:29][CH2:30][CH2:31][CH2:32][CH2:33][CH2:34][CH2:35][CH2:36][CH2:37][CH2:38][CH3:39])[CH2:14][CH2:15][CH2:16][CH2:17][CH2:18][CH3:19]>[P].C1COCC1>[CH2:13]([P:20](=[O:59])([O:21][CH2:22][CH2:23][CH2:24][CH2:25][CH2:26][CH2:27][CH2:28][CH2:29][CH2:30][CH2:31][CH2:32][CH2:33][CH2:34][CH2:35][CH2:36][CH2:37][CH2:38][CH3:39])[O:40][CH2:41][CH2:42][CH2:43][CH2:44][CH2:45][CH2:46][CH2:47][CH2:48][CH2:49][CH2:50][CH2:51][CH2:52][CH2:53][CH2:54][CH2:55][CH2:56][CH2:57][CH3:58])[CH2:14][CH:15]([P:20](=[O:59])([O:40][CH2:41][CH2:42][CH2:43][CH2:44][CH2:45][CH2:46][CH2:47][CH2:48][CH2:49][CH2:50][CH2:51][CH2:52][CH2:53][CH2:54][CH2:55][CH2:10][CH2:8][CH3:9])[O:21][CH2:22][CH2:23][CH2:24][CH2:25][CH2:26][CH2:27][CH2:28][CH2:29][CH2:30][CH2:31][CH2:32][CH2:33][CH2:34][CH2:35][CH2:36][CH2:37][CH2:38][CH3:39])[CH2:16][CH2:17][CH2:18][CH3:19] |f:1.2,3.4,^3:0|. Procedure: Dioctadecyl hydrogen phosphonate may be reacted with dioctadecyl oct-1-en-2-ylphosphonate to produce tetra-octadecyl heptane-1,3-diyldiphosphonate, J, using substantially the conditions found in Phosphorus, Sulfur and Silicon and the Related Elements, 83 (1-4), 77-98:1993. (See FIG. 9) Thus, dioctadecyl hydrogen phosphonate (MW 586.95, 1.56 g, 2.66 mmol), dissolved in THF (6 mL) and sodium hydride (95%, FW 24.0, 2.66 mmol, 0.064 g) are allowed to react under inert atmosphere at RT with stirring.... Starting materials: C1(CC1)C=1C(=CC(=NC1)C(=O)O)O[C@H](C(F)(F)F)C (5-Cyclopropyl-4-((S)-2,2,2-trifluoro-1-methyl-ethoxy)-pyridine-2-carboxylic acid), C1(CC1)C(C)(C1=NOC(=N1)C)N (1-Cyclopropyl-1-(5-methyl-[1,2,4]oxadiazol-3-yl)-ethylamine). Product: C1(CC1)C(C)(C1=NOC(=N1)C)NC(=O)C1=NC=C(C(=C1)O[C@H](C(F)(F)F)C)C1CC1 (5-Cyclopropyl-4-((S)-2,2,2-trifluoro-1-methyl-ethoxy)-pyridine-2-carboxylic acid [1-cyclopropyl-1-(5-methyl-[1,2,4]oxadiazol-3-yl)-ethyl]-amide). As a reaction SMILES: [CH:1]1([C:4]2[C:5]([O:13][C@@H:14]([CH3:19])[C:15]([F:18])([F:17])[F:16])=[CH:6][C:7]([C:10]([OH:12])=O)=[N:8][CH:9]=2)[CH2:3][CH2:2]1.[CH:20]1([C:23]([NH2:31])([C:25]2[N:29]=[C:28]([CH3:30])[O:27][N:26]=2)[CH3:24])[CH2:22][CH2:21]1>>[CH:20]1([C:23]([NH:31][C:10]([C:7]2[CH:6]=[C:5]([O:13][C@@H:14]([CH3:19])[C:15]([F:18])([F:17])[F:16])[C:4]([CH:1]3[CH2:2][CH2:3]3)=[CH:9][N:8]=2)=[O:12])([C:25]2[N:29]=[C:28]([CH3:30])[O:27][N:26]=2)[CH3:24])[CH2:22][CH2:21]1. Reported procedure: The mixture of epimers was synthesized in analogy to Example 63b, using 5-Cyclopropyl-4-((S)-2,2,2-trifluoro-1-methyl-ethoxy)-pyridine-2-carboxylic acid (Example 68a) and 1-Cyclopropyl-1-(5-methyl-[1,2,4]oxadiazol-3-yl)-ethylamine (CAN 1155536-64-3) as starting materials and isolated (135 mg, 58%) as a light yellow oil. The mixture of epimers was separated into its epimers by preparative chiral HPLC (Chiralpak AD, ethanol/heptane) and the title compound was the first epimer collected and isolate...